This data is from the Open Reaction Database (ORD), a public repository of structured organic reaction records. The task is: describe an organic reaction: reactants, conditions, products, and yield The reactants are C(C)OC(=O)C1=CC=C(O1)CN1C(=NC2=C1C=CC=C2)NC2CCN(CC2)C(=O)OCC ((1-(5-(ethoxycarbonyl)fur-2-ylmethyl)-1H-benzimidazol-2-yl)(1-ethoxycarbonylpiperidin-4-yl)amine), CC(=O)C.ClCCl (acetone dichloromethane), O1CCCC1 (tetrahydrofuran), [H-].[Al+3].[Li+].[H-].[H-].[H-] (lithium aluminum hydride). Run in ClCCl (dichloromethane). Run at time 5.5 hour. Product: OCC1=CC=C(O1)CN1C(=NC2=C1C=CC=C2)NC2CCN(CC2)C(=O)OCC ((1-(5-hydroxymethylfur-2-ylmethyl)-1H-benzimidazol-2-yl)(1-ethoxycarbonylpiperidin-4-yl)amine). As a reaction SMILES: C([O:3][C:4]([C:6]1[O:10][C:9]([CH2:11][N:12]2[C:16]3[CH:17]=[CH:18][CH:19]=[CH:20][C:15]=3[N:14]=[C:13]2[NH:21][CH:22]2[CH2:27][CH2:26][N:25]([C:28]([O:30][CH2:31][CH3:32])=[O:29])[CH2:24][CH2:23]2)=[CH:8][CH:7]=1)=O)C.O1CCCC1.[H-].[Al+3].[Li+].[H-].[H-].[H-].CC(C)=O.ClCCl>ClCCl>[OH:3][CH2:4][C:6]1[O:10][C:9]([CH2:11][N:12]2[C:16]3[CH:17]=[CH:18][CH:19]=[CH:20][C:15]=3[N:14]=[C:13]2[NH:21][CH:22]2[CH2:27][CH2:26][N:25]([C:28]([O:30][CH2:31][CH3:32])=[O:29])[CH2:24][CH2:23]2)=[CH:8][CH:7]=1 |f:2.3.4.5.6.7,8.9|. Reported procedure: Combine (1-(5-(ethoxycarbonyl)fur-2-ylmethyl)-1H-benzimidazol-2-yl)(1-ethoxycarbonylpiperidin-4-yl)amine (1.0 g, 2.27 mmol) and tetrahydrofuran (10 mL). Add dropwise a solution of lithium aluminum hydride (2.3 mL, 1 M in THF, 2.3 mmol). After 5.5 hours, dilute the reaction mixture with dichloromethane and quench by slow portionwise addition of Glauber's salt (Na2SO4.10 H2O) until gas evolution ceases. Add dichloromethane and celite and stir. Filter, rinse the solids with dichloromethane, and eva... The reactants are CS(=O)(=O)Cl, ClCCl, O=C1NCCN1CC1CC(O)CN1C(=O)OCc1ccc([N+](=O)[O-])cc1, c1ccncc1. Product: CS(=O)(=O)OC1CC(CN2CCNC2=O)N(C(=O)OCc2ccc([N+](=O)[O-])cc2)C1. As a reaction SMILES: [CH3:33][S:34]([Cl:35])(=[O:36])=[O:37].[Cl:38][CH2:39][Cl:40].[OH:1][CH:2]1[CH2:3][CH:4]([CH2:20][N:21]2[C:22](=[O:26])[NH:23][CH2:24][CH2:25]2)[N:5]([C:7](=[O:8])[O:9][CH2:10][c:11]2[cH:12][cH:13][c:14]([N+:17](=[O:18])[O-:19])[cH:15][cH:16]2)[CH2:6]1.[cH:27]1[cH:28][cH:29][n:30][cH:31][cH:32]1>>[O:1]([CH:2]1[CH2:3][CH:4]([CH2:20][N:21]2[C:22](=[O:26])[NH:23][CH2:24][CH2:25]2)[N:5]([C:7](=[O:8])[O:9][CH2:10][c:11]2[cH:12][cH:13][c:14]([N+:17](=[O:18])[O-:19])[cH:15][cH:16]2)[CH2:6]1)[S:34]([CH3:33])(=[O:36])=[O:37].